This data is from the Open Reaction Database (ORD), a public repository of structured organic reaction records. The task is: describe an organic reaction: reactants, conditions, products, and yield Reactants: Cl, Cl, Cl, O=C(O)c1cc2c(Oc3cccc(F)c3)cccc2[nH]1, NC1CCN(CCN2CCC(O)CC2)CC1. Yields the product O=C(NC1CCN(CCN2CCC(O)CC2)CC1)c1cc2c(Oc3cccc(F)c3)cccc2[nH]1. As a reaction SMILES: [ClH:21].[ClH:22].[ClH:23].[F:1][c:2]1[cH:3][c:4]([O:5][c:6]2[c:7]3[cH:8][c:9]([C:15](=[O:16])[OH:17])[nH:10][c:11]3[cH:12][cH:13][cH:14]2)[cH:18][cH:19][cH:20]1.[NH2:24][CH:25]1[CH2:26][CH2:27][N:28]([CH2:31][CH2:32][N:33]2[CH2:34][CH2:35][CH:36]([OH:39])[CH2:37][CH2:38]2)[CH2:29][CH2:30]1>>[F:1][c:2]1[cH:3][c:4]([O:5][c:6]2[c:7]3[cH:8][c:9]([C:15](=[O:17])[NH:24][CH:25]4[CH2:26][CH2:27][N:28]([CH2:31][CH2:32][N:33]5[CH2:34][CH2:35][CH:36]([OH:39])[CH2:37][CH2:38]5)[CH2:29][CH2:30]4)[nH:10][c:11]3[cH:12][cH:13][cH:14]2)[cH:18][cH:19][cH:20]1. Starting materials: [Na] (sodium), Cl.ClCC1=CC=NC=C1 (4-chloromethylpyridine hydrochloride), COCCO (2-methoxyethanol), COCCO (2-methoxyethanol). Yields the product COCCOCC1=CC=NC=C1 (4-(2-methoxyethoxymethyl)pyridine). RXN SMILES: [Na].Cl.Cl[CH2:4][C:5]1[CH:10]=[CH:9][N:8]=[CH:7][CH:6]=1.[CH3:11][O:12][CH2:13][CH2:14][OH:15]>>[CH3:11][O:12][CH2:13][CH2:14][O:15][CH2:4][C:5]1[CH:10]=[CH:9][N:8]=[CH:7][CH:6]=1 |f:1.2,^1:0|. Procedure: To a solution of sodium (7.57 g) in 2-methoxyethanol (135 ml) was added dropwise a solution of 4-chloromethylpyridine hydrochloride (22.5 g) in 2-methoxyethanol (150 ml) under cooling in an ice-salt bath and stirring. The mixture was stirred for 45 minutes at 65° C. and evaporated under reduced pressure. The residue was dissolved in water (500 ml) and the solution was extracted with chloroform. The extract was washed with a saturated aqueous solution of sodium chloride, dried over magnesium sulf... Starting materials: CN1NC2=CC=C(C=C2C1=O)C(=O)O (2-methyl-3-oxo-2,3-dihydro-1H-indazole-5-carboxylic acid), COC1=NN(C2=CC=C(C=C12)C(=O)OC)C(=O)OCC (1-ethyl 5-methyl 3-methoxy-1H-indazole-1,5-dicarboxylate), product. The product is COC1=NNC2=CC=C(C=C12)C(=O)O (3-methoxy-1H-indazole-5-carboxylic acid). RXN SMILES: CN1C(=O)C2C(=CC=C(C(O)=O)C=2)N1.[CH3:15][O:16][C:17]1[C:25]2[C:20](=[CH:21][CH:22]=[C:23]([C:26]([O:28]C)=[O:27])[CH:24]=2)[N:19](C(OCC)=O)[N:18]=1>>[CH3:15][O:16][C:17]1[C:25]2[C:20](=[CH:21][CH:22]=[C:23]([C:26]([OH:28])=[O:27])[CH:24]=2)[NH:19][N:18]=1. Procedure details: The title compound was prepared by a method analogous to that described for Intermediate 16, using 1-ethyl 5-methyl 3-methoxy-1H-indazole-1,5-dicarboxylate, the regioisomeric product formed in Step 3. +ESI (M+H) 193.1; 1H NMR (400 MHz, DMSO-d6, δ): 12.65 (br. s., 1H), 12.26 (s, 1H), 8.18 (s, 1H), 7.86 (dd, J=8.9, 1.5 Hz, 1H), 7.38 (d, J=8.8 Hz, 1H), 3.99 (s, 3H). As a reaction SMILES: [C:1]([NH:4][C:5]1[S:6][C:7]([C:13]([O:15][CH2:16][CH3:17])=[O:14])=[C:8]([CH3:12])[C:9]=1[C:10]#[N:11])(=[O:3])[CH3:2].Br[CH2:19][C:20]([C:22]1[CH:27]=[CH:26][CH:25]=[CH:24][CH:23]=1)=[O:21].C(=O)([O-])[O-].[K+].[K+]>CC(C)=O>[CH2:16]([O:15][C:13]([C:7]1[S:6][C:5]2[N:4]([C:1](=[O:3])[CH3:2])[C:19]([C:20](=[O:21])[C:22]3[CH:27]=[CH:26][CH:25]=[CH:24][CH:23]=3)=[C:10]([NH2:11])[C:9]=2[C:8]=1[CH3:12])=[O:14])[CH3:17] |f:2.3.4|. The reactants are BrCC(=O)C1=CC=CC=C1 (α-bromoacetophenone), C([O-])([O-])=O.[K+].[K+] (potassium carbonate), C(C)(=O)NC=1SC(=C(C1C#N)C)C(=O)OCC (2-acetamido-3-cyano-4-methyl-5-ethoxycarbonylthiophene). Yields the product C(C)OC(=O)C1=C(C2=C(N(C(=C2N)C(C2=CC=CC=C2)=O)C(C)=O)S1)C (2-ethoxycarbonyl-3-methyl-4-amino-5-benzoyl-6-acetylthieno[2,3-b]pyrrole). Reported procedure: 250 g of 2-acetamido-3-cyano-4-methyl-5-ethoxycarbonylthiophene, prepared in accordance with the method of K. Gewald, are refluxed for 24 hours in 1500 ml of acetone with 250 g of α-bromoacetophenone and 220 g of potassium carbonate; the whole is then precipitated in 4000 ml of ice-water. The resulting precipitate is filtered, washed with 1000 ml of an iced mixture of water/ethanol (1/1), then dried and finally washed with 1000 ml of a cold mixture of cyclohexane/benzene (9/1). In this manner 29... The solvent is CC(=O)C (acetone). The yield is 80.4%. The yield is 14.7%. Procedure details: The procedure is similar to that described in Example 28, but starting with cyclohexyl 2-anilinoacetate (8.6 g), 2-[3-(3-methylphenyl)ureido]acetic acid (7.7 g) and thionyl chloride (2.7 cc). The product obtained is purified by chromatography on silica gel (0.063-0.200 mm; 150 g) contained in a column 3.5 cm in diameter [eluant: methylene chloride/methanol (99:1 by volume)], collecting 20-cc fractions. Fractions 6 to 18 are combined and concentrated to dryness under reduced pressure (2.7 kPa) at... Product: CC=1C=C(C=CC1)NC(NCC(=O)N(C1=CC=CC=C1)CC(=O)OC1CCCCC1)=O (cyclohexyl 2-{2-[3-(3-methylphenyl)ureido]-N-phenylacetamido}acetate). Reaction SMILES: [NH:1]([CH2:8][C:9]([O:11][CH:12]1[CH2:17][CH2:16][CH2:15][CH2:14][CH2:13]1)=[O:10])[C:2]1[CH:7]=[CH:6][CH:5]=[CH:4][CH:3]=1.[CH3:18][C:19]1[CH:20]=[C:21]([NH:25][C:26](=[O:32])[NH:27][CH2:28][C:29](O)=[O:30])[CH:22]=[CH:23][CH:24]=1.S(Cl)(Cl)=O>>[CH3:18][C:19]1[CH:20]=[C:21]([NH:25][C:26](=[O:32])[NH:27][CH2:28][C:29]([N:1]([CH2:8][C:9]([O:11][CH:12]2[CH2:17][CH2:16][CH2:15][CH2:14][CH2:13]2)=[O:10])[C:2]2[CH:7]=[CH:6][CH:5]=[CH:4][CH:3]=2)=[O:30])[CH:22]=[CH:23][CH:24]=1. The reactants are N(C1=CC=CC=C1)CC(=O)OC1CCCCC1 (cyclohexyl 2-anilinoacetate), CC=1C=C(C=CC1)NC(NCC(=O)O)=O (2-[3-(3-methylphenyl)ureido]acetic acid), S(=O)(Cl)Cl (thionyl chloride).